Dataset: the Open Reaction Database (ORD), a public repository of structured organic reaction records. Task: describe an organic reaction: reactants, conditions, products, and yield The reactants are CC1=C(C(=C(C2=C1COC2=O)O[C@H]3[C@@H]([C@H]([C@@H]([C@H](O3)C(=O)O)O)O)O)C/C=C(\C)/CCC(=O)O)OC (MPaG), Br (hydrobromic acid), C(C)(=O)O (acetic acid), C1(=CC(=CC=C1)C)C (m-xylene). Reagents/catalysts: C(C)(=O)[O-].[Co+2].C(C)(=O)[O-] (cobalt acetate), C(C)(=O)[O-].[Mn+2].C(C)(=O)[O-] (manganese acetate). The product is C(C1=CC(C(=O)O)=CC=C1)(=O)O (isophthalic acid). RXN SMILES: C1(C)C=CC=C(C)C=1.CC1[C:15]2C[O:17][C:18](=[O:19])[C:14]=2[C:13](O[C@@H]2O[C@H](C(O)=O)[C@@H](O)[C@H](O)[C@H]2O)=[C:12](C/C=C(/CCC(O)=O)\C)[C:11]=1OC.Br.[C:45]([OH:48])(=[O:47])[CH3:46]>C([O-])(=O)C.[Co+2].C([O-])(=O)C.C([O-])(=O)C.[Mn+2].C([O-])(=O)C>[C:18]([OH:19])(=[O:17])[C:14]1[CH:13]=[CH:12][CH:11]=[C:46]([C:45]([OH:48])=[O:47])[CH:15]=1 |f:4.5.6,7.8.9|. Procedure: An example of the liquid-phase oxidation reaction is as follows. For example, using an apparatus with a commercial scale, m-xylene is subjected to liquid-phase oxidation by air (reaction temperature: 200 [° C.]; reaction pressure: 1.6 [MPaG]) in the presence of cobalt acetate, manganese acetate and hydrobromic acid in hydrous acetic acid to obtain a crude isophthalic acid slurry (the concentration of isophthalic acid: 33% by weight; the concentration of water in the hydrous acetic acid that is a... Starting materials: F[B-](F)(F)F, COC(=O)NC(C(=O)O)C1CCCC1, CCN(C(C)C)C(C)C, ClCCl, Cl, [K+], OC1CNC1, O=S(=O)([O-])O, CN(C)C(On1nnc2ccccc21)=[N+](C)C. Product: COC(=O)NC(C(=O)N1CC(O)C1)C1CCCC1. RXN SMILES: [B-:1]([F:2])([F:3])([F:4])[F:5].[CH:29]1([CH:34]([C:35](=[O:36])[OH:37])[NH:38][C:39](=[O:40])[O:41][CH3:42])[CH2:30][CH2:31][CH2:32][CH2:33]1.[CH:43]([N:44]([CH2:45][CH3:46])[CH:47]([CH3:48])[CH3:49])([CH3:50])[CH3:51].[Cl:58][CH2:59][Cl:60].[ClH:23].[K+:57].[NH:24]1[CH2:25][CH:26]([OH:28])[CH2:27]1.[S:52](=[O:53])(=[O:54])([OH:55])[O-:56].[n:6]1([O:7][C:8]([N:9]([CH3:10])[CH3:11])=[N+:12]([CH3:13])[CH3:14])[c:15]2[cH:16][cH:17][cH:18][cH:19][c:20]2[n:21][n:22]1>>[N:24]1([C:35]([CH:34]([CH:29]2[CH2:30][CH2:31][CH2:32][CH2:33]2)[NH:38][C:39](=[O:40])[O:41][CH3:42])=[O:36])[CH2:25][CH:26]([OH:28])[CH2:27]1. The reactants are C=Cc1ccc(Oc2ccc(N3CCCC3(C(=O)OCC)C(=O)OCC)cn2)cc1, [O-][I+3]([O-])([O-])[O-], [Na+], C1COCCO1, O. The product is CCOC(=O)C1(C(=O)OCC)CCCN1c1ccc(Oc2ccc(C=O)cc2)nc1. Reaction SMILES: [CH2:1]([CH3:2])[O:3][C:4](=[O:5])[C:6]1([C:26](=[O:27])[O:28][CH2:29][CH3:30])[N:7]([c:11]2[cH:12][n:13][c:14]([O:17][c:18]3[cH:19][cH:20][c:21]([CH:24]=[CH2:25])[cH:22][cH:23]3)[cH:15][cH:16]2)[CH2:8][CH2:9][CH2:10]1.[I+3:31]([O-:32])([O-:33])([O-:34])[O-:35].[Na+:36].[O:38]1[CH2:39][CH2:40][O:41][CH2:42][CH2:43]1.[OH2:37]>>[CH2:1]([CH3:2])[O:3][C:4](=[O:5])[C:6]1([C:26](=[O:27])[O:28][CH2:29][CH3:30])[N:7]([c:11]2[cH:12][n:13][c:14]([O:17][c:18]3[cH:19][cH:20][c:21]([CH:24]=[O:32])[cH:22][cH:23]3)[cH:15][cH:16]2)[CH2:8][CH2:9][CH2:10]1. The reactants are CO, Cc1ccc(S(=O)(=O)n2cc3c4c(c(F)cnc42)CN(C(C(=O)OC(C)(C)C)C(C)C)C3=O)cc1, [Na+], [OH-]. Yields the product CC(C)C(C(=O)OC(C)(C)C)N1Cc2c(F)cnc3[nH]cc(c23)C1=O. Reaction SMILES: [CH3:38][OH:39].[F:1][c:2]1[cH:3][n:4][c:5]2[c:6]3[c:7]([cH:24][n:25]2[S:26]([c:27]2[cH:28][cH:29][c:30]([CH3:31])[cH:32][cH:33]2)(=[O:34])=[O:35])[C:8](=[O:23])[N:9]([CH:12]([C:13](=[O:14])[O:15][C:16]([CH3:17])([CH3:18])[CH3:19])[CH:20]([CH3:21])[CH3:22])[CH2:10][c:11]13.[Na+:37].[OH-:36]>>[F:1][c:2]1[cH:3][n:4][c:5]2[c:6]3[c:7]([cH:24][nH:25]2)[C:8](=[O:23])[N:9]([CH:12]([C:13](=[O:14])[O:15][C:16]([CH3:17])([CH3:18])[CH3:19])[CH:20]([CH3:21])[CH3:22])[CH2:10][c:11]13. Starting materials: BrC=1C=C(NC=2C3=C(N=CN2)C=CC(=N3)F)C=CC1 (4-(3-Bromoanilino)-6-fluoropyrido[3,2-d]pyrimidine), C[O-].[Na+] (NaOMe), Na. Solvent: CO (MeOH). Conditions: temperature 90 celsius. Product: BrC=1C=C(C=CC1)NC=1C2=C(N=CN1)C=CC(=N2)OC (4-(3-bromophenyl) amino-6-methoxypyrido[3,2-d]pyrimidine). Isolated yield 82.0%. As a reaction SMILES: [Br:1][C:2]1[CH:3]=[C:4]([CH:17]=[CH:18][CH:19]=1)[NH:5][C:6]1[C:7]2[N:15]=[C:14](F)[CH:13]=[CH:12][C:8]=2[N:9]=[CH:10][N:11]=1.[CH3:20][O-:21].[Na+]>CO>[Br:1][C:2]1[CH:3]=[C:4]([NH:5][C:6]2[C:7]3[N:15]=[C:14]([O:21][CH3:20])[CH:13]=[CH:12][C:8]=3[N:9]=[CH:10][N:11]=2)[CH:17]=[CH:18][CH:19]=1 |f:1.2|. Procedure details: 4-(3-Bromoanilino)-6-fluoropyrido[3,2-d]pyrimidine (described in a previous experimental) (0.11 g, 0.34 mmol) is added to a solution of NaOMe (prepared by the addition of Na metal (31 mg, 1.38 mmol) to dry MeOH (15 mL). After heating in a pressure vessel at 90° C. for 3 h, the solution is concentrated to dryness and the residue is partitioned between EtOAc and water. Workup of the organic portion gives 4-(3-bromophenyl) amino-6-methoxypyrido[3,2-d]pyrimidine (92 mg, 82%). 1H NMR (CDCl3) δ 8.73 (... Starting materials: O=C1N(C2=CC=CC=C2C12COC=1C2=CC2=C(OCO2)C1)CC(=O)O ((2′-oxospiro[furo[2,3-f][1,3]benzodioxole-7,3′-indol]-1′(2′H)-yl)acetic acid), FC=1C=C(C(=CC1)N)N (4-fluorobenzene-1,2-diamine). Solvent: C1(=CC=CC=C1)C (toluene), O (water). The product is FC1=CC2=C(NC(=N2)CN2C(C3(C4=CC=CC=C24)COC=2C3=CC3=C(OCO3)C2)=O)C=C1 (1′-[(5-fluoro-1H-benzimidazol-2-yl)methyl]spiro[furo[2,3-f][1,3]benzodioxole-7,3′-indol]-2′(1′H)-one). The yield is 25.7%. RXN SMILES: [O:1]=[C:2]1[C:10]2([C:14]3=[CH:15][C:16]4[O:20][CH2:19][O:18][C:17]=4[CH:21]=[C:13]3[O:12][CH2:11]2)[C:9]2[C:4](=[CH:5][CH:6]=[CH:7][CH:8]=2)[N:3]1[CH2:22][C:23](O)=O.[F:26][C:27]1[CH:28]=[C:29]([NH2:34])[C:30]([NH2:33])=[CH:31][CH:32]=1>C1(C)C=CC=CC=1.O>[F:26][C:27]1[CH:32]=[CH:31][C:30]2[NH:33][C:23]([CH2:22][N:3]3[C:4]4[C:9](=[CH:8][CH:7]=[CH:6][CH:5]=4)[C:10]4([C:14]5=[CH:15][C:16]6[O:20][CH2:19][O:18][C:17]=6[CH:21]=[C:13]5[O:12][CH2:11]4)[C:2]3=[O:1])=[N:34][C:29]=2[CH:28]=1. Reported procedure: A mixture of (2′-oxospiro[furo[2,3-f][1,3]benzodioxole-7,3′-indol]-1′(2′H)-yl)acetic acid (0.50 g, 1.47 mmol) and 4-fluorobenzene-1,2-diamine (0.15 g, 1.18 mmol) in anhydrous toluene (20.0 mL) was refluxed overnight under N2. The reaction mixture was diluted with water (250 mL) and extracted with ethyl acetate (2×200 mL). The combined organic extracts was dried over anhydrous sodium sulfate and filtered. The filtrate was concentrated in vacuo to dryness. The residue was subjected to column chrom... Reactants: O=C([O-])[O-], COC(=O)c1ccc(-c2cc(O)ccc2F)c(C2CCCC2(C)C)c1, [Cs+], [Cs+], FC(F)(F)CI, CN(C)C=O, O. Yields the product COC(=O)c1ccc(-c2cc(OCC(F)(F)F)ccc2F)c(C2CCCC2(C)C)c1. RXN SMILES: [C:26](=[O:27])([O-:28])[O-:29].[CH3:1][C:2]1([CH3:25])[CH:3]([c:7]2[c:8](-[c:17]3[c:18]([F:24])[cH:19][cH:20][c:21]([OH:23])[cH:22]3)[cH:9][cH:10][c:11]([C:13](=[O:14])[O:15][CH3:16])[cH:12]2)[CH2:4][CH2:5][CH2:6]1.[Cs+:30].[Cs+:31].[F:32][C:33]([CH2:34][I:35])([F:36])[F:37].[O:38]=[CH:39][N:40]([CH3:41])[CH3:42].[OH2:43]>>[CH3:1][C:2]1([CH3:25])[CH:3]([c:7]2[c:8](-[c:17]3[c:18]([F:24])[cH:19][cH:20][c:21]([O:23][CH2:34][C:33]([F:32])([F:36])[F:37])[cH:22]3)[cH:9][cH:10][c:11]([C:13](=[O:14])[O:15][CH3:16])[cH:12]2)[CH2:4][CH2:5][CH2:6]1.